Dataset: the Open Reaction Database (ORD), a public repository of structured organic reaction records. Task: describe an organic reaction: reactants, conditions, products, and yield Starting materials: CCC(O)(C=Cc1ccc(C(CC)(CC)c2ccc(-c3ccc(CC(=O)OC)c(F)c3)c(C)c2)cc1C)CC, CO, [Cl-], [NH4+], [Na+], C1CCOC1, [OH-]. The product is CCC(O)(C=Cc1ccc(C(CC)(CC)c2ccc(-c3ccc(CC(=O)[O-])c(F)c3)c(C)c2)cc1C)CC, [Na+]. As a reaction SMILES: [CH2:5]([CH3:6])[C:7]([CH2:8][CH3:9])([c:10]1[cH:11][c:12]([CH3:24])[c:13]([CH:16]=[CH:17][C:18]([CH2:19][CH3:20])([OH:21])[CH2:22][CH3:23])[cH:14][cH:15]1)[c:25]1[cH:26][c:27]([CH3:43])[c:28](-[c:31]2[cH:32][c:33]([F:42])[c:34]([CH2:37][C:38](=[O:39])[O:40][CH3:41])[cH:35][cH:36]2)[cH:29][cH:30]1.[CH3:1][OH:2].[Cl-:44].[NH4+:45].[Na+:4].[O:46]1[CH2:47][CH2:48][CH2:49][CH2:50]1.[OH-:3]>>[CH2:5]([CH3:6])[C:7]([CH2:8][CH3:9])([c:10]1[cH:11][c:12]([CH3:24])[c:13]([CH:16]=[CH:17][C:18]([CH2:19][CH3:20])([OH:21])[CH2:22][CH3:23])[cH:14][cH:15]1)[c:25]1[cH:26][c:27]([CH3:43])[c:28](-[c:31]2[cH:32][c:33]([F:42])[c:34]([CH2:37][C:38](=[O:39])[O-:40])[cH:35][cH:36]2)[cH:29][cH:30]1.[Na+:4]. The reactants are COC(=O)c1nc(-c2ccc(Cl)c(OCC(F)F)c2F)cc(N)c1Cl, CO, Cl, [Na+], [OH-]. Product: Nc1cc(-c2ccc(Cl)c(OCC(F)F)c2F)nc(C(=O)O)c1Cl. RXN SMILES: [CH3:1][O:2][C:3](=[O:4])[c:5]1[n:6][c:7](-[c:13]2[c:14]([F:25])[c:15]([O:20][CH2:21][CH:22]([F:23])[F:24])[c:16]([Cl:19])[cH:17][cH:18]2)[cH:8][c:9]([NH2:12])[c:10]1[Cl:11].[CH3:27][OH:28].[ClH:26].[Na+:30].[OH-:29]>>[O:2]=[C:3]([OH:4])[c:5]1[n:6][c:7](-[c:13]2[c:14]([F:25])[c:15]([O:20][CH2:21][CH:22]([F:23])[F:24])[c:16]([Cl:19])[cH:17][cH:18]2)[cH:8][c:9]([NH2:12])[c:10]1[Cl:11]. Starting materials: FC1=C(C=CC=C1)C1=CCCCC1 (1-(2-Fluorophenyl)cyclohexene), C(=O)(O)[O-].[Na+] (NaHCO3), ClC1=CC(=CC=C1)C(=O)OO (m-Chloroperbenzoic acid). The solvent is C(Cl)Cl (CH2Cl2). Conditions: time 2 hour. Yields the product FC1=C(C=CC=C1)C12C(CCCC1)O2 (1-(2-fluorophenyl)cyclohexene oxide). Reaction SMILES: [F:1][C:2]1[CH:7]=[CH:6][CH:5]=[CH:4][C:3]=1[C:8]1[CH2:13][CH2:12][CH2:11][CH2:10][CH:9]=1.C([O-])(O)=[O:15].[Na+].ClC1C=CC=C(C(OO)=O)C=1>C(Cl)Cl>[F:1][C:2]1[CH:7]=[CH:6][CH:5]=[CH:4][C:3]=1[C:8]12[O:15][CH:9]1[CH2:10][CH2:11][CH2:12][CH2:13]2 |f:1.2|. Reported procedure: 1-(2-Fluorophenyl)cyclohexene of Example 1(a) [6.76 g; 0.038 mole] was dissolved in a two-phase system consisting of 350 ml of CH2Cl2 and 110 ml of 0.5M NaHCO3. m-Chloroperbenzoic acid (7.80 g of 85%; 0.38 mole) was then added portionwise with vigorous mechanical stirring. After 2 hours TLC indicated that the reaction was complete. The organic layer was separated and washed with 100 ml of N NaOH and 100 ml of water. Drying and concentration under reduced pressure gave an oil which amounted to 6.... The reactants are COC(=O)c1cc(S(C)(=O)=O)c(N2CCCC(O)C2)cc1C, CO, N=C(N)N, O. Product: Cc1cc(N2CCCC(O)C2)c(S(C)(=O)=O)cc1C(=O)N=C(N)N. As a reaction SMILES: [CH3:1][c:2]1[c:3]([C:4](=[O:5])[O:6][CH3:7])[cH:8][c:9]([S:19](=[O:20])(=[O:21])[CH3:22])[c:10]([N:12]2[CH2:13][CH:14]([OH:18])[CH2:15][CH2:16][CH2:17]2)[cH:11]1.[CH3:28][OH:29].[NH2:23][C:24]([NH2:25])=[NH:26].[OH2:27]>>[CH3:1][c:2]1[c:3]([C:4](=[O:5])[N:23]=[C:24]([NH2:25])[NH2:26])[cH:8][c:9]([S:19](=[O:20])(=[O:21])[CH3:22])[c:10]([N:12]2[CH2:13][CH:14]([OH:18])[CH2:15][CH2:16][CH2:17]2)[cH:11]1. The reactants are substituted propiolic ester, C(C#C)(=O)OCC (ethyl propiolate), [N+](=O)([O-])C (nitromethane), FC(C1=CC=C(N)C=C1)(F)F (4-(trifluoromethyl)aniline). The product is [N+](=O)([O-])CC (nitroethane), CC1=NOC(=C1)C (3,5-dimethylisoxazole), 4-(1,3-benzodioxol-5-aminocarbonyl)-5-(2-chlorophenyl)-3-cyclopropylisoxazole. Reaction SMILES: FC(F)(F)[C:3]1C=[CH:8][C:6]([NH2:7])=[CH:5][CH:4]=1.C(O[CH2:17][CH3:18])(=[O:15])C#C.[N+:19](C)([O-:21])=[O:20]>>[N+:19]([CH2:17][CH3:18])([O-:21])=[O:20].[CH3:7][C:6]1[CH:5]=[C:4]([CH3:3])[O:15][N:8]=1. Procedure: By substituting 5-amino-1,3-benzodioxole for 4-(trifluoromethyl)aniline in a, and then substituting the appropriate substituted propiolic ester for ethyl propiolate and/or the appropriate stubstituted nitromethane for nitroethane in a, the identical process gives 4-(1,3-benzodioxol-5-aminocarbonyl)-3-methylisoxazole, 4-(1,3-benzodioxol-5-aminocarbonyl)-3-cyclopropylisoxazole, 4-(1,3-benzodioxol-5-aminocarbonyl])-3,5-dimethylisoxazole, 4-(1,3-benzodioxol-5-aminocarbonyl)-3-cyclopropyl-5-methyliso... Starting materials: C(CCC)P(CCCC)CCCC (Tributylphosphine), N(=NC(=O)N1CCCCC1)C(=O)N1CCCCC1 (1,1′-(azodicarbonyl)dipiperidine), COCC(COC)O (1,3-dimethoxypropan-2-ol), OC=1C=C(C=C2C=C(NC12)C(=O)OC)OC=1C=NC(=CC1)S(=O)(=O)C (methyl 7-hydroxy-5-{[6-(methylsulfonyl)pyridin-3-yl]oxy}-1H-indole-2-carboxylate), C(CCC)P(CCCC)CCCC (tributylphosphine), N(=NC(=O)N1CCCCC1)C(=O)N1CCCCC1 (1,1′-(azodicarbonyl)dipiperidine), COCC(COC)O (1,3-dimethoxypropan-2-ol), C(CCC)P(CCCC)CCCC (tributylphosphine), N(=NC(=O)N1CCCCC1)C(=O)N1CCCCC1 (1,1′-(azodicarbonyl)dipiperidine), COCC(COC)O (1,3-dimethoxypropan-2-ol). Solvent: O1CCCC1 (tetrahydrofuran). Reaction conditions: temperature 50 celsius, time 13 hour. Yields the product COCC(OC=1C=C(C=C2C=C(NC12)C(=O)OC)OC=1C=NC(=CC1)S(=O)(=O)C)COC (Methyl 7-[2-methoxy-1-(methoxymethyl)ethoxy]-5-{[6-(methylsulfonyl)pyridin-3-yl]oxy}-1H-indole-2-carboxylate). Isolated yield 116.4%. Reaction SMILES: [OH:1][C:2]1[CH:3]=[C:4]([O:15][C:16]2[CH:17]=[N:18][C:19]([S:22]([CH3:25])(=[O:24])=[O:23])=[CH:20][CH:21]=2)[CH:5]=[C:6]2[C:10]=1[NH:9][C:8]([C:11]([O:13][CH3:14])=[O:12])=[CH:7]2.C(P(CCCC)CCCC)CCC.N(C(N1CCCCC1)=O)=NC(N1CCCCC1)=O.[CH3:57][O:58][CH2:59][CH:60](O)[CH2:61][O:62][CH3:63]>O1CCCC1>[CH3:57][O:58][CH2:59][CH:60]([CH2:61][O:62][CH3:63])[O:1][C:2]1[CH:3]=[C:4]([O:15][C:16]2[CH:17]=[N:18][C:19]([S:22]([CH3:25])(=[O:24])=[O:23])=[CH:20][CH:21]=2)[CH:5]=[C:6]2[C:10]=1[NH:9][C:8]([C:11]([O:13][CH3:14])=[O:12])=[CH:7]2. Procedure: A mixture of methyl 7-hydroxy-5-{[6-(methylsulfonyl)pyridin-3-yl]oxy}-1H-indole-2-carboxylate (1.2 g), tributylphosphine (1.6 mL), 1,1′-(azodicarbonyl)dipiperidine (1.7 g), 1,3-dimethoxypropan-2-ol (0.8 g) and tetrahydrofuran (20 mL) was stirred at 50° C. for 13 h. Tributylphosphine (0.82 mL), 1,1′-(azodicarbonyl)dipiperidine (0.83 g) and 1,3-dimethoxypropan-2-ol (0.4 g) were added to the mixture again and the mixture was stirred at 70° C. for 5 h. Furthermore, tributylphosphine (1.64 mL), 1,1′-... Run in C(C)#N (acetonitrile). As a reaction SMILES: O1[C:5]2([CH2:10][CH2:9][CH:8]([CH:11]3[C:15](=[NH:16])[O:14][NH:13][C:12]3=[NH:17])[CH2:7][CH2:6]2)[O:4]CC1.Cl>C(#N)C>[NH:17]=[C:12]1[CH:11]([CH:8]2[CH2:9][CH2:10][C:5](=[O:4])[CH2:6][CH2:7]2)[C:15](=[NH:16])[O:14][NH:13]1. Reactants: O1CCOC12CCC(CC2)C2C(NOC2=N)=N (4-(1,4-dioxa-spiro[4.5]dec-8-yl)-isoxazolidine-3,5-diylidenediamine), Cl (HCl). Conditions: time 6 hour. Product: N=C1NOC(C1C1CCC(CC1)=O)=N (4-(3,5-Diimino-isoxazolidin-4-yl)-cyclohexanone). Procedure details: A solution of 4-(1,4-dioxa-spiro[4.5]dec-8-yl)-isoxazolidine-3,5-diylidenediamine (as prepared in the previous step, 0.078 g, 0.326 mmol) in acetonitrile (10 mL) was treated with 1N aqueous HCl (3.2 mL, 3.2 mmol), and stirred at ambient temperature for 6 h. After removing the MeCN in vacuo, the reaction was treated with saturated aqueous NaHCO3 (ca. 7 mL), stirred at ambient temperature overnight, and extracted thrice with EtOAc. The combined organic layers were washed with brine, dried over Na2... Reactants: O.SCCC(=O)NN1[C@H](C(=O)O)CCC1.SCCC(=O)NN1[C@H](C(=O)O)CCC1 (1-[(3-mercapto-1-oxopropyl)amino]-L-proline, hemihydrate), C(CC)N=NNC1=CC=C(C=C1)C (1-propyl-3-p-tolyltriazene). Solvent: CCOCC (ether), CCOCC (ether). The product is SCCC(=O)NN1[C@H](C(=O)OCCC)CCC1 (1-[(3-Mercapto-1-oxopropyl)amino]-L-proline, propyl ester). As a reaction SMILES: O.[SH:2][CH2:3][CH2:4][C:5]([NH:7][N:8]1[CH2:15][CH2:14][CH2:13][C@H:9]1[C:10]([OH:12])=[O:11])=[O:6].S[CH2:17][CH2:18][C:19](NN1CCC[C@H]1C(O)=O)=O.C(N=NNC1C=CC(C)=CC=1)CC>CCOCC>[SH:2][CH2:3][CH2:4][C:5]([NH:7][N:8]1[CH2:15][CH2:14][CH2:13][C@H:9]1[C:10]([O:12][CH2:17][CH2:18][CH3:19])=[O:11])=[O:6] |f:0.1.2|. Reported procedure: To a stirred suspension of 6.81 g. of 1-[(3-mercapto-1-oxopropyl)amino]-L-proline, hemihydrate in 50 ml. of ether, there is added dropwise a solution of 8.75 g. of 1-propyl-3-p-tolyltriazene in 100 ml. of ether and the mixture is heated to reflux for 4 hours. The reaction mixture is then cooled, filtered and extracted twice with 50 ml. portions of 5% hydrochloric acid and then with 50 ml. portions of 5% sodium bicarbonate solution. The ether solution is then washed with 100 ml. of saturated sodi... Starting materials: [Al+3], CC(=O)Cl, [Cl-], [Cl-], [Cl-], ClCCl, c1cc2cc[nH]c2cn1. Yields the product CC(=O)c1c[nH]c2cnccc12. As a reaction SMILES: [Al+3:11].[CH3:14][C:15]([Cl:16])=[O:17].[Cl-:10].[Cl-:12].[Cl-:13].[Cl:18][CH2:19][Cl:20].[nH:1]1[cH:2][cH:3][c:4]2[cH:5][cH:6][n:7][cH:8][c:9]12>>[nH:1]1[cH:2][c:3]([C:15]([CH3:14])=[O:17])[c:4]2[cH:5][cH:6][n:7][cH:8][c:9]12. Starting materials: O (water), formula 2, C1(=CC=C(C=C1)S(=O)(=O)O)C (p-toluenesulfonic acid), OC1=C(C=CC=C1)N1C=CC=C1 (N-(2-hydroxyphenyl)pyrrole), C(CC(=O)C)(=O)OCC (ethyl acetoacetate), C(CC(=O)C)(=O)OCC (Ethyl acetoacetate). The solvent is C1=CC=CC=C1 (benzene). Product: C(C)OC(CC1(OC2=C(N3C1=CC=C3)C=CC=C2)C)=O (4-methyl-4H-pyrrolo[2,1-c][1,4]benzoxazine-4-acetic acid ethyl ester). As a reaction SMILES: [OH:1][C:2]1[CH:7]=[CH:6][CH:5]=[CH:4][C:3]=1[N:8]1[CH:12]=[CH:11][CH:10]=[CH:9]1.[C:13]([O:19][CH2:20][CH3:21])(=[O:18])[CH2:14][C:15]([CH3:17])=O.C1(C)C=CC(S(O)(=O)=O)=CC=1.O>C1C=CC=CC=1>[CH2:20]([O:19][C:13](=[O:18])[CH2:14][C:15]1([CH3:17])[C:9]2=[CH:10][CH:11]=[CH:12][N:8]2[C:3]2[CH:4]=[CH:5][CH:6]=[CH:7][C:2]=2[O:1]1)[CH3:21]. Reported procedure: A solution of the compound of formula 2, N-(2-hydroxyphenyl)pyrrole (5 g), described in Example 1, ethyl acetoacetate (4.3 g) and p-toluenesulfonic acid (0.5 g) in benzene (1,500 ml) is stirred and heated at reflux with a Dean-Stark water trap for 3 hr. Ethyl acetoacetate (1.0 g) is added and the reaction mixture kept under the refluxing condition overnight. After being cooled, the mixture is washed with a 5% solution of sodium bicarbonate and then water. The benzene solution is dried (MgSO4), f...